Dataset: the Open Reaction Database (ORD), a public repository of structured organic reaction records. Task: describe an organic reaction: reactants, conditions, products, and yield Reactants: SC=1SC(=C(N1)C)CCC(=O)OCC (ethyl 3-(2-mercapto-4-methyl-1,3-thiazol-5-yl)propionate), BrCC(=O)O (bromoacetic acid). Run in CN(C)C=O (DMF). Conditions: time 2 hour. The product is C(=O)(O)CSC=1SC(=C(N1)C)CCC(=O)OCC (ethyl 3-[2-(carboxymethylthio)-4-methyl-1,3-thiazol-5-yl]propionate). Isolated yield 152.7%. RXN SMILES: [SH:1][C:2]1[S:3][C:4]([CH2:8][CH2:9][C:10]([O:12][CH2:13][CH3:14])=[O:11])=[C:5]([CH3:7])[N:6]=1.Br[CH2:16][C:17]([OH:19])=[O:18]>CN(C=O)C>[C:17]([CH2:16][S:1][C:2]1[S:3][C:4]([CH2:8][CH2:9][C:10]([O:12][CH2:13][CH3:14])=[O:11])=[C:5]([CH3:7])[N:6]=1)([OH:19])=[O:18]. Procedure details: 2 g (8.6 mmol) of ethyl 3-(2-mercapto-4-methyl-1,3-thiazol-5-yl)propionate were initially introduced into 40 ml of dry DMF, and 1.49 g (8.6 mmol) of bromoacetic acid were added. After 2 hours, the solvent was removed in vacuo, and 3.8 g of ethyl 3-[2-(carboxymethylthio)-4-methyl-1,3-thiazol-5-yl]propionate were obtained as an oil. The crude product was taken up in 25 ml of ethanol, 33 ml of 1N sodium hydroxide solution were added, and the reaction mixture was heated at 50° C. After the reaction ... The reactants are Cc1cccc(Nc2nc(NCCCN)nc3cc[nH]c(=O)c23)c1, NCCCNC(=O)C1CSC(=O)N1. Product: Cc1cccc(Nc2nc(NCCCNC(=O)C3CSC(=O)N3)nc3cc[nH]c(=O)c23)c1. As a reaction SMILES: [NH2:1][CH2:2][CH2:3][CH2:4][NH:5][c:6]1[n:7][c:8]([NH:17][c:18]2[cH:19][c:20]([CH3:24])[cH:21][cH:22][cH:23]2)[c:9]2[c:10]([n:11]1)[cH:12][cH:13][nH:14][c:15]2=[O:16].[NH2:25][CH2:26][CH2:27][CH2:28][NH:29][C:30](=[O:31])[CH:32]1[NH:33][C:34](=[O:37])[S:35][CH2:36]1>>[NH:1]([CH2:2][CH2:3][CH2:4][NH:5][c:6]1[n:7][c:8]([NH:17][c:18]2[cH:19][c:20]([CH3:24])[cH:21][cH:22][cH:23]2)[c:9]2[c:10]([n:11]1)[cH:12][cH:13][nH:14][c:15]2=[O:16])[C:30](=[O:31])[CH:32]1[NH:33][C:34](=[O:37])[S:35][CH2:36]1. Starting materials: O.NN (hydrazine hydrate), [Na][Na] (disodium), C(C1=CC=CC=C1)(=O)CC(=O)C1=C(CCCC1)C(=O)O (2-benzoylacetyl-1-cyclohexenecarboxylic acid), Cl (hydrochloric acid). The solvent is CO (methanol), O (water). Product: C(=O)(O)C1=C(CCCC1)C1=NNC(=C1)C1=CC=CC=C1 (3-(2-carboxy-1-cyclohexen-1-yl)-5-phenylpyrazole). As a reaction SMILES: [Na][Na].[C:3]([CH2:11][C:12]([C:14]1[CH2:19][CH2:18][CH2:17][CH2:16][C:15]=1[C:20]([OH:22])=[O:21])=O)(=O)[C:4]1[CH:9]=[CH:8][CH:7]=[CH:6][CH:5]=1.Cl.O.[NH2:25][NH2:26]>CO.O>[C:20]([C:15]1[CH2:16][CH2:17][CH2:18][CH2:19][C:14]=1[C:12]1[CH:11]=[C:3]([C:4]2[CH:9]=[CH:8][CH:7]=[CH:6][CH:5]=2)[NH:26][N:25]=1)([OH:22])=[O:21] |f:3.4|. Reported procedure: To a slurry of 31.6 g of the disodium salt of 2-benzoylacetyl-1-cyclohexenecarboxylic acid in 150 ml of methanol is added 12 g of concentrated hydrochloric acid, followed by 12 g of hydrazine hydrate. The reaction mixture is refluxed for 2 hours, cooled to 5°, acidified to pH 3, and diluted with 150 ml of water. The solid is collected and recrystallized from acetic acid-water to give 11.4 g of 3-(2-carboxy-1-cyclohexen-1-yl)-5-phenylpyrazole, m.p. 207-209°. Starting materials: [Al+3], CC1(C)CCCCC(C)(C)C1=O, CCOCC, [H-], [H-], [H-], [H-], [Li+], O, O=S(=O)(O)O. Yields the product CC1(C)CCCCC(C)(C)C1O. As a reaction SMILES: [Al+3:2].[CH3:12][C:13]1([CH3:23])[C:14](=[O:22])[C:15]([CH3:20])([CH3:21])[CH2:16][CH2:17][CH2:18][CH2:19]1.[CH3:7][CH2:8][O:9][CH2:10][CH3:11].[H-:1].[H-:4].[H-:5].[H-:6].[Li+:3].[OH2:29].[S:24](=[O:25])(=[O:26])([OH:27])[OH:28]>>[CH3:12][C:13]1([CH3:23])[CH:14]([OH:22])[C:15]([CH3:20])([CH3:21])[CH2:16][CH2:17][CH2:18][CH2:19]1.